This data is from the Open Reaction Database (ORD), a public repository of structured organic reaction records. The task is: describe an organic reaction: reactants, conditions, products, and yield Reactants: S(=S)(=S)([O-])[O-].[Na+].[Na+] (sodium dithiosulfate), C([O-])([O-])=O.[K+].[K+] (potassium carbonate), OO (hydrogen peroxide), C(#N)C(C(=NOCCC)N1N=CN=C1)=NOCCC (1-[2-cyano-1,2-bis(n-propoxyimino)ethyl]-1H-1,2,4-triazole). The reagents and catalysts are [Br-].C(CCC)[N+](CCCC)(CCCC)CCCC (tetrabutylammonium bromide). The solvent is CO (methanol). Reaction conditions: time 10 hour. Yields the product C(N)(=O)C(C(=NOCCC)N1N=CN=C1)=NOCCC (1-[2-carbamoyl-1,2-bis(n-propoxyimino)ethyl]-1H-1,2,4-triazole). Isolated yield 646.5%. As a reaction SMILES: [C:1]([C:3](=[N:15][O:16][CH2:17][CH2:18][CH3:19])[C:4]([N:10]1[CH:14]=[N:13][CH:12]=[N:11]1)=[N:5][O:6][CH2:7][CH2:8][CH3:9])#[N:2].C(=O)([O-])[O-:21].[K+].[K+].OO.S([O-])([O-])(=S)=S.[Na+].[Na+]>[Br-].C([N+](CCCC)(CCCC)CCCC)CCC.CO>[C:1]([C:3](=[N:15][O:16][CH2:17][CH2:18][CH3:19])[C:4]([N:10]1[CH:14]=[N:13][CH:12]=[N:11]1)=[N:5][O:6][CH2:7][CH2:8][CH3:9])(=[O:21])[NH2:2] |f:1.2.3,5.6.7,8.9|. Reported procedure: To 5 ml of a methanol solution containing 1.06 g (4.0 mmol) of the 1-[2-cyano-1,2-bis(n-propoxyimino)ethyl]-1H-1,2,4-triazole produced in Example 23 were added, at room temperature, 65 mg (0.20 mmol) of tetrabutylammonium bromide, 55 mg (0.40 mmol) of potassium carbonate and 1.8 g (16 mmol) of an aqueous 30 wt. % hydrogen peroxide solution, followed by stirring for 10 hours. To the reaction mixture was added sodium dithiosulfate, followed by stirring for 10 minutes. The reaction mixture was conc... Starting materials: C(C1=CC=CC=C1)N(CC1=CC=CC=C1)C[C@@]1(CN(CC1)C1=C(C(=C(C(=O)O)C=C1F)F)F)CF ((S)-4-(3-(N,N-Dibenzylaminomethyl)-3-fluoromethylpyrrolidin-1-yl)-2,3,5-trifluorobenzoic acid), S(=O)(Cl)Cl (Thionyl chloride). Procedure details: (S)-4-(3-(N,N-Dibenzylaminomethyl)-3-fluoromethylpyrrolidin-1-yl)-2,3,5-trifluorobenzoic acid (12.6 g) was dissolved in dry 1,2-dichloroethane (63 ml), and two drops of dry dimethylformamide were added. Thionyl chloride (2.3 ml) was added at room temperature and the mixture was refluxed for 2 hours. The reaction mixture was concentrated to give the object compound as pale-gray crystals, melting point 170°-173° C. (decomposition). Yields the product Cl.C(C1=CC=CC=C1)N(CC1=CC=CC=C1)C[C@@]1(CN(CC1)C1=C(C(=C(C(=O)Cl)C=C1F)F)F)CF ((S)-4-(3-(N,N-Dibenzylaminomethyl)-3-fluoromethylpyrrolidin-1-yl)-2,3,5-trifluorobenzoyl chloride hydrochloride). Run in ClCCCl (1,2-dichloroethane). RXN SMILES: [CH2:1]([N:8]([CH2:16][C@@:17]1([CH2:34][F:35])[CH2:21][CH2:20][N:19]([C:22]2[C:30]([F:31])=[CH:29][C:25]([C:26](O)=[O:27])=[C:24]([F:32])[C:23]=2[F:33])[CH2:18]1)[CH2:9][C:10]1[CH:15]=[CH:14][CH:13]=[CH:12][CH:11]=1)[C:2]1[CH:7]=[CH:6][CH:5]=[CH:4][CH:3]=1.S(Cl)([Cl:38])=O>ClCCCl.CN(C)C=O>[ClH:38].[CH2:1]([N:8]([CH2:16][C@@:17]1([CH2:34][F:35])[CH2:21][CH2:20][N:19]([C:22]2[C:30]([F:31])=[CH:29][C:25]([C:26]([Cl:38])=[O:27])=[C:24]([F:32])[C:23]=2[F:33])[CH2:18]1)[CH2:9][C:10]1[CH:15]=[CH:14][CH:13]=[CH:12][CH:11]=1)[C:2]1[CH:7]=[CH:6][CH:5]=[CH:4][CH:3]=1 |f:4.5|. Reagents/catalysts: CN(C=O)C (dimethylformamide). The reactants are Cc1ccccc1C(=O)c1ccc(Nc2ccccc2NC(=O)OC(C)OC(=O)CCC(=O)OCc2ccccc2)cc1Cl, Cc1ccccc1C(=O)c1ccc(Nc2ccccc2NC(=O)OCOC(=O)CCC(=O)OCc2ccccc2)cc1Cl. Product: Cc1ccccc1C(=O)c1ccc(Nc2ccccc2NC(=O)OC(C)OC(=O)CCC(=O)O)cc1Cl. Reaction SMILES: [Cl:1][c:2]1[cH:3][c:4]([NH:17][c:18]2[c:19]([NH:24][C:25]([O:26][CH:27]([CH3:28])[O:29][C:30]([CH2:31][CH2:32][C:33](=[O:34])[O:35][CH2:36][c:37]3[cH:38][cH:39][cH:40][cH:41][cH:42]3)=[O:43])=[O:44])[cH:20][cH:21][cH:22][cH:23]2)[cH:5][cH:6][c:7]1[C:8]([c:9]1[c:10]([CH3:15])[cH:11][cH:12][cH:13][cH:14]1)=[O:16].[Cl:45][c:46]1[cH:47][c:48]([NH:49][c:50]2[cH:51][cH:52][cH:53][cH:54][c:55]2[NH:56][C:57](=[O:58])[O:59][CH2:60][O:61][C:62](=[O:63])[CH2:64][CH2:65][C:66]([O:67][CH2:68][c:69]2[cH:70][cH:71][cH:72][cH:73][cH:74]2)=[O:75])[cH:76][cH:77][c:78]1[C:79](=[O:80])[c:81]1[cH:82][cH:83][cH:84][cH:85][c:86]1[CH3:87]>>[Cl:1][c:2]1[cH:3][c:4]([NH:17][c:18]2[c:19]([NH:24][C:25]([O:26][CH:27]([CH3:28])[O:29][C:30]([CH2:31][CH2:32][C:33](=[O:34])[OH:35])=[O:43])=[O:44])[cH:20][cH:21][cH:22][cH:23]2)[cH:5][cH:6][c:7]1[C:8]([c:9]1[c:10]([CH3:15])[cH:11][cH:12][cH:13][cH:14]1)=[O:16]. Reactants: O=C([O-])O, COCCOC, CCOC(C)=O, O=C1CCC(=O)N1Cl, Cc1ccc(C=NO)cc1Cl, C=C(c1cc(Cl)c(Cl)c(Cl)c1)C(F)(F)F, [K+], O. Product: Cc1ccc(C2=NOC(c3cc(Cl)c(Cl)c(Cl)c3)(C(F)(F)F)C2)cc1Cl. RXN SMILES: [C:35](=[O:36])([O-:37])[OH:38].[CH3:40][O:41][CH2:42][CH2:43][O:44][CH3:45].[CH3:46][CH2:47][O:48][C:49](=[O:50])[CH3:51].[Cl:12][N:13]1[C:14](=[O:15])[CH2:16][CH2:17][C:18]1=[O:19].[Cl:1][c:2]1[cH:3][c:4]([CH:5]=[N:6][OH:7])[cH:8][cH:9][c:10]1[CH3:11].[Cl:20][c:21]1[cH:22][c:23]([C:29](=[CH2:30])[C:31]([F:32])([F:33])[F:34])[cH:24][c:25]([Cl:28])[c:26]1[Cl:27].[K+:39].[OH2:52]>>[Cl:1][c:2]1[cH:3][c:4]([C:5]2=[N:6][O:7][C:29]([c:23]3[cH:22][c:21]([Cl:20])[c:26]([Cl:27])[c:25]([Cl:28])[cH:24]3)([C:31]([F:32])([F:33])[F:34])[CH2:30]2)[cH:8][cH:9][c:10]1[CH3:11]. The reactants are CC(=O)O, ClCCl, Cn1ccc2ncnc(Oc3ccc([N+](=O)[O-])cc3F)c21, [Fe]. Yields the product Cn1ccc2ncnc(Oc3ccc(N)cc3F)c21. As a reaction SMILES: [C:22]([OH:23])(=[O:24])[CH3:25].[Cl:26][CH2:27][Cl:28].[F:1][c:2]1[c:3]([O:4][c:5]2[c:6]3[c:7]([n:8][cH:9][n:10]2)[cH:11][cH:12][n:13]3[CH3:14])[cH:15][cH:16][c:17]([N+:19]([O-:20])=[O:21])[cH:18]1.[Fe:29]>>[F:1][c:2]1[c:3]([O:4][c:5]2[c:6]3[c:7]([n:8][cH:9][n:10]2)[cH:11][cH:12][n:13]3[CH3:14])[cH:15][cH:16][c:17]([NH2:19])[cH:18]1. The reactants are C(C)C(C(=O)O)CC (2-ethylbutyric acid), C=1C=CC(=CC1)P(=O)(C=2C=CC=CC2)N=[N+]=[N-] (DPPA), TEA, CN(C)C=O (DMF), NC=1C(=C(C(=CC1)Cl)S(=O)(=O)N)O (3-Amino-6-chloro-2-hydroxy-benzenesulfonamide). Reaction conditions: temperature 70 celsius, time 18 hour. Yields the product ClC1=CC=C(C(=C1S(=O)(=O)N)O)NC(=O)NC(CC)CC (6-Chloro-3-[3-(1-ethyl-propyl)-ureido]-2-hydroxy-benzenesulfonamide). Isolated yield 15.0%. Reaction SMILES: [CH2:1]([CH:3]([CH2:7][CH3:8])C(O)=O)[CH3:2].C1C=CC(P(N=[N+]=[N-])(C2C=CC=CC=2)=O)=CC=1.[NH2:26][C:27]1[C:28]([OH:38])=[C:29]([S:34]([NH2:37])(=[O:36])=[O:35])[C:30]([Cl:33])=[CH:31][CH:32]=1.C[N:40]([CH:42]=[O:43])C>>[Cl:33][C:30]1[C:29]([S:34]([NH2:37])(=[O:36])=[O:35])=[C:28]([OH:38])[C:27]([NH:26][C:42]([NH:40][CH:3]([CH2:1][CH3:2])[CH2:7][CH3:8])=[O:43])=[CH:32][CH:31]=1. Procedure details: To a solution of 2-ethylbutyric acid (0.125 mL, 1.0 mmol) in DMF (0.5 mL) was added DPPA (0.25 mL, 1.2 mmol) and TEA (0.25 mL, 1.8 mmol) and the reaction heated at 70° C. After 18 hrs, 3-Amino-6-chloro-2-hydroxy-benzenesulfonamide (1.0 mmol) was added and the reaction heated at 70° C. After 18 hrs, the reaction mixture was quenched with water and extracted with ethyl acetate. The organic layers were dried over anhydrous magnesium sulfate, and concentraed under reduced pressure. The crude residue...